This data is from the Open Reaction Database (ORD), a public repository of structured organic reaction records. The task is: describe an organic reaction: reactants, conditions, products, and yield Yields the product N1(CCNCC1)C1=C(C=C2C(C(=CN(C2=C1C)C1CC1)C(=O)O)=O)F (7-(1-piperazinyl)-1-cyclopropyl-6-fluoro-8-methyl-1,4-dihydro-4-oxoquinoline-3-carboxylic acid). Reagents/catalysts: [Pd] (Pd-C). Reactants: C(C1=CC=CC=C1)N1CCN(CC1)C1=C(C=C2C(C(=CN(C2=C1C)C1CC1)C(=O)O)=O)F (7-(4-benzyl-1-piperazinyl)-1-cyclopropyl-6-fluoro-8-methyl-1,4 -dihydro-4-oxoquinoline-3-carboxylic acid). Run at time 1 hour. Yield: 67.6%. The solvent is C(C)(=O)O (acetic acid). Procedure: To 7-(4-benzyl-1-piperazinyl)-1-cyclopropyl-6-fluoro-8-methyl-1,4 -dihydro-4-oxoquinoline-3-carboxylic acid (84 mg) are added acetic acid (3 ml) and 10% Pd-C (10 mg), and the mixture is subjected to catalytic reduction at 70° C. for one hour. After the catalytic reduction, the reaction mixture is cooled and the catalyst is filtered off. The filtrate is concentrated, and to the residue is added aqueous sodium hydrogen carbonate, and the resulting precipitates are separated by filtration to give 7... RXN SMILES: C([N:8]1[CH2:13][CH2:12][N:11]([C:14]2[C:23]([CH3:24])=[C:22]3[C:17]([C:18](=[O:31])[C:19]([C:28]([OH:30])=[O:29])=[CH:20][N:21]3[CH:25]3[CH2:27][CH2:26]3)=[CH:16][C:15]=2[F:32])[CH2:10][CH2:9]1)C1C=CC=CC=1>[Pd].C(O)(=O)C>[N:11]1([C:14]2[C:23]([CH3:24])=[C:22]3[C:17]([C:18](=[O:31])[C:19]([C:28]([OH:30])=[O:29])=[CH:20][N:21]3[CH:25]3[CH2:26][CH2:27]3)=[CH:16][C:15]=2[F:32])[CH2:12][CH2:13][NH:8][CH2:9][CH2:10]1. Reactants: N1=CC=CC2=CC=C3C=CC=NC3=C12 (1,10-phenanthroline), COC1=CC=C(C=C1)N1N=C(C2=C1C(NCC2)=O)S(=O)(=O)C (1-(4-methoxyphenyl)-3-(methylsulfonyl)-1,4,5,6-tetrahydro-7H-pyrazolo[3,4-c]pyridin-7-one), CS(=O)C (DMSO), CCOC(=O)C (EtOAc), C(=O)([O-])[O-].[K+].[K+] (K2CO3). Reagents/catalysts: [Cu]I (CuI). Reaction conditions: temperature 120 celsius. The product is COC1=CC=C(C=C1)N1N=C(C2=C1C(N(CC2)C2=CC=C(C=C2)C2(CC2)CN2C(CCC2)=O)=O)S(=O)(=O)C (1-(4-Methoxyphenyl)-3-methanesulfonyl-6-{4-[1-(2-oxo-pyrrolidin-1-ylmethyl)cyclopropyl]phenyl}-1,4,5,6-tetrahydro-pyrazolo[3,4-c]pyridin-7-one). Yield: 25.0%. RXN SMILES: [CH3:1][O:2][C:3]1[CH:8]=[CH:7][C:6]([N:9]2[C:13]3[C:14](=O)[NH:15][CH2:16][CH2:17][C:12]=3[C:11]([S:19]([CH3:22])(=[O:21])=[O:20])=[N:10]2)=[CH:5][CH:4]=1.[C:23]([O-:26])([O-])=O.[K+].[K+].N1[C:42]2[C:33](=[CH:34][CH:35]=[C:36]3[C:41]=2[N:40]=[CH:39][CH:38]=[CH:37]3)[CH:32]=[CH:31]C=1.[CH3:43][CH2:44]OC(C)=O.CS(C)=[O:51]>[Cu]I>[CH3:1][O:2][C:3]1[CH:4]=[CH:5][C:6]([N:9]2[C:13]3[C:23](=[O:26])[N:15]([C:14]4[CH:31]=[CH:32][C:33]([C:42]5([CH2:41][N:40]6[CH2:39][CH2:38][CH2:37][C:36]6=[O:51])[CH2:44][CH2:43]5)=[CH:34][CH:35]=4)[CH2:16][CH2:17][C:12]=3[C:11]([S:19]([CH3:22])(=[O:20])=[O:21])=[N:10]2)=[CH:7][CH:8]=1 |f:1.2.3|. Procedure: Part C. The product from Part B (0.18 g, 0.56 mmol) and 1-(4-methoxyphenyl)-3-(methylsulfonyl)-1,4,5,6-tetrahydro-7H-pyrazolo[3,4-c]pyridin-7-one (0.16 g, 0.47 mmol) were stirred in DMSO (1 mL) under N2. K2CO3 (0.20 g, 1.44 mmol) was added, followed by the addition of CuI (0.030 g, 20 mol %) and 1,10-phenanthroline (0.028 g, 20 mol %). The resulting mixture was heated at 120° C. overnight. After cooling, it was extracted with EtOAc (2×), washed with H2O and brine, dried over MgSO4, filtered, and... Reactants: solution, C(C)[Mg]Br (ethylmagnesium bromide), N1=CC(=CC=C1)C=1NC2=CC=CC=C2C1 (2-(3-pyridyl)indole), BrCCOC1=CC=C(C(=O)OCC)C=C1 (ethyl p-(2-bromoethoxy)benzoate), ice water. Solvent: O1CCCC1 (tetrahydrofuran), O1CCCC1 (tetrahydrofuran), O1CCCC1 (tetrahydrofuran). Conditions: time 0.5 hour. The product is C(C)OC(=O)C1=CC=C(OCCC2=C(NC3=CC=CC=C23)C=2C=NC=CC2)C=C1 (3-[2-(4-ethoxycarbonylphenoxy)-ethyl]-2-(3-pyridyl)-indole). Reaction SMILES: C([Mg]Br)C.[N:5]1[CH:10]=[CH:9][CH:8]=[C:7]([C:11]2[NH:12][C:13]3[C:18]([CH:19]=2)=[CH:17][CH:16]=[CH:15][CH:14]=3)[CH:6]=1.Br[CH2:21][CH2:22][O:23][C:24]1[CH:34]=[CH:33][C:27]([C:28]([O:30][CH2:31][CH3:32])=[O:29])=[CH:26][CH:25]=1>O1CCCC1>[CH2:31]([O:30][C:28]([C:27]1[CH:33]=[CH:34][C:24]([O:23][CH2:22][CH2:21][C:19]2[C:18]3[C:13](=[CH:14][CH:15]=[CH:16][CH:17]=3)[NH:12][C:11]=2[C:7]2[CH:6]=[N:5][CH:10]=[CH:9][CH:8]=2)=[CH:25][CH:26]=1)=[O:29])[CH3:32]. Reported procedure: To 12.0 ml of a 2M solution of ethylmagnesium bromide in tetrahydrofuran under nitrogen at 0°-5° is added dropwise over 20 minutes a solution of 4.0 g of 2-(3-pyridyl)indole in 20 ml of tetrahydrofuran. The mixture is stirred for 0.5 hours at 0°-5° and then is added a solution of 5.06 g of ethyl p-(2-bromoethoxy)benzoate [for preparation see U.S. Pat. No. 2,790,825 (1957)] in 30 ml of tetrahydrofuran. The suspension is stirred at 0°-10° for 1 hour and at room temperature for 0.5 hour, poured int... The reactants are FC1=CC=C(C=C1)[N+](=O)[O-] (4-fluoronitrobenzene), CN1CCC(CC1)(O)C1=CC=CC=C1 (1-methyl-4-phenylpiperidin-4-ol), [H-].[Na+] (sodium hydride), ice water, [H][H] (hydrogen). Solvent: CN(C=O)C (dimethylformamide), CN(C=O)C (dimethylformamide), CN(C=O)C (dimethylformamide). Run at time 2 hour. Product: CN1CCC(CC1)(C1=CC=CC=C1)OC1=CC=C(C=C1)[N+](=O)[O-] (1-Methyl-4-(4-nitrophenoxy)-4-phenylpiperidine). The yield is 59.0%. RXN SMILES: [CH3:1][N:2]1[CH2:7][CH2:6][C:5]([C:9]2[CH:14]=[CH:13][CH:12]=[CH:11][CH:10]=2)([OH:8])[CH2:4][CH2:3]1.[H-].[Na+].[H][H].F[C:20]1[CH:25]=[CH:24][C:23]([N+:26]([O-:28])=[O:27])=[CH:22][CH:21]=1>CN(C)C=O>[CH3:1][N:2]1[CH2:7][CH2:6][C:5]([O:8][C:20]2[CH:25]=[CH:24][C:23]([N+:26]([O-:28])=[O:27])=[CH:22][CH:21]=2)([C:9]2[CH:14]=[CH:13][CH:12]=[CH:11][CH:10]=2)[CH2:4][CH2:3]1 |f:1.2|. Procedure: A solution of 54 g of 1-methyl-4-phenylpiperidin-4-ol in 200 ml of absolute dimethylformamide is added dropwise to a suspension of 12.6 g of sodium hydride (80% strength in oil) in 200 ml of absolute dimethylformamide at a temperature of 45° C., while stirring and with exclusion of moisture. During this addition, evolution of hydrogen occurs. When the addition has ended, the mixture is stirred at 50° C. for a further 2 hours and allowed to cool to room temperature. A solution of 49.4 g of 4-fluo... The reactants are CCN(C(C)C)C(C)C, O=C(Cl)CCCCl, ClCCl, Nc1ccc(Cn2nc(C(F)(F)F)c3c2CCCC3)cc1, [H-], [Na+]. Product: O=C1CCCN1c1ccc(Cn2nc(C(F)(F)F)c3c2CCCC3)cc1. RXN SMILES: [CH:22]([N:23]([CH:24]([CH3:25])[CH3:26])[CH2:27][CH3:28])([CH3:29])[CH3:30].[Cl:31][CH2:32][CH2:33][CH2:34][C:35](=[O:36])[Cl:37].[Cl:40][CH2:41][Cl:42].[F:1][C:2]([c:3]1[n:4][n:5]([CH2:12][c:13]2[cH:14][cH:15][c:16]([NH2:17])[cH:18][cH:19]2)[c:6]2[c:11]1[CH2:10][CH2:9][CH2:8][CH2:7]2)([F:20])[F:21].[H-:38].[Na+:39]>>[F:1][C:2]([c:3]1[n:4][n:5]([CH2:12][c:13]2[cH:14][cH:15][c:16]([N:17]3[CH2:32][CH2:33][CH2:34][C:35]3=[O:36])[cH:18][cH:19]2)[c:6]2[c:11]1[CH2:10][CH2:9][CH2:8][CH2:7]2)([F:20])[F:21]. The reactants are CCCC[Sn](CCCC)(CCCC)c1cncs1, CC(Nc1nc(Cl)cc(Cl)n1)c1ccc(F)cc1, c1ccc(P(c2ccccc2)(c2ccccc2)[Pd](P(c2ccccc2)(c2ccccc2)c2ccccc2)(P(c2ccccc2)(c2ccccc2)c2ccccc2)P(c2ccccc2)(c2ccccc2)c2ccccc2)cc1. Yields the product CC(Nc1nc(Cl)cc(-c2cncs2)n1)c1ccc(F)cc1. RXN SMILES: [CH2:19]([Sn:20]([CH2:21][CH2:22][CH2:23][CH3:29])([c:24]1[cH:25][n:26][cH:27][s:28]1)[CH2:30][CH2:31][CH2:32][CH3:33])[CH2:34][CH2:35][CH3:36].[Cl:1][c:2]1[n:3][c:4]([NH:9][CH:10]([CH3:11])[c:12]2[cH:13][cH:14][c:15]([F:18])[cH:16][cH:17]2)[n:5][c:6]([Cl:8])[cH:7]1.[cH:37]1[cH:38][cH:39][c:40]([P:41]([Pd:42]([P:43]([c:44]2[cH:45][cH:46][cH:47][cH:48][cH:49]2)([c:50]2[cH:51][cH:52][cH:53][cH:54][cH:55]2)[c:56]2[cH:57][cH:58][cH:59][cH:60][cH:61]2)([P:62]([c:63]2[cH:64][cH:65][cH:66][cH:67][cH:68]2)([c:69]2[cH:70][cH:71][cH:72][cH:73][cH:74]2)[c:75]2[cH:76][cH:77][cH:78][cH:79][cH:80]2)[P:81]([c:82]2[cH:83][cH:84][cH:85][cH:86][cH:87]2)([c:88]2[cH:89][cH:90][cH:91][cH:92][cH:93]2)[c:94]2[cH:95][cH:96][cH:97][cH:98][cH:99]2)([c:100]2[cH:101][cH:102][cH:103][cH:104][cH:105]2)[c:106]2[cH:107][cH:108][cH:109][cH:110][cH:111]2)[cH:112][cH:113]1>>[c:2]1(-[c:24]2[cH:25][n:26][cH:27][s:28]2)[n:3][c:4]([NH:9][CH:10]([CH3:11])[c:12]2[cH:13][cH:14][c:15]([F:18])[cH:16][cH:17]2)[n:5][c:6]([Cl:8])[cH:7]1. Starting materials: COc1cc2nc(N3CCNCC3)nc(N)c2cc1OC, O=C(Cl)c1cnsc1. Yields the product Cl, COc1cc2nc(N3CCN(C(=O)c4cnsc4)CC3)nc(N)c2cc1OC. As a reaction SMILES: [NH2:9][c:10]1[n:11][c:12]([N:24]2[CH2:25][CH2:26][NH:27][CH2:28][CH2:29]2)[n:13][c:14]2[cH:15][c:16]([O:22][CH3:23])[c:17]([O:20][CH3:21])[cH:18][c:19]12.[s:1]1[n:2][cH:3][c:4]([C:6](=[O:7])[Cl:8])[cH:5]1>>[ClH:8].[s:1]1[n:2][cH:3][c:4]([C:6](=[O:7])[N:27]2[CH2:26][CH2:25][N:24]([c:12]3[n:11][c:10]([NH2:9])[c:19]4[c:14]([n:13]3)[cH:15][c:16]([O:22][CH3:23])[c:17]([O:20][CH3:21])[cH:18]4)[CH2:29][CH2:28]2)[cH:5]1. The reactants are BrC(c1ccccc1)c1ccccc1, CCOC(=O)c1[nH]c2ccc([N+](=O)[O-])cc2c1-c1ccccc1. Product: CCOC(=O)c1c(-c2ccccc2)c2cc([N+](=O)[O-])ccc2n1C(c1ccccc1)c1ccccc1. Reaction SMILES: [Br:24][CH:25]([c:26]1[cH:27][cH:28][cH:29][cH:30][cH:31]1)[c:32]1[cH:33][cH:34][cH:35][cH:36][cH:37]1.[N+:1](=[O:2])([O-:3])[c:4]1[cH:5][c:6]2[c:7](-[c:18]3[cH:19][cH:20][cH:21][cH:22][cH:23]3)[c:8]([C:13](=[O:14])[O:15][CH2:16][CH3:17])[nH:9][c:10]2[cH:11][cH:12]1>>[N+:1](=[O:2])([O-:3])[c:4]1[cH:5][c:6]2[c:7](-[c:18]3[cH:19][cH:20][cH:21][cH:22][cH:23]3)[c:8]([C:13](=[O:14])[O:15][CH2:16][CH3:17])[n:9]([CH:25]([c:26]3[cH:27][cH:28][cH:29][cH:30][cH:31]3)[c:32]3[cH:33][cH:34][cH:35][cH:36][cH:37]3)[c:10]2[cH:11][cH:12]1.